Task: describe an organic reaction: reactants, conditions, products, and yield. Dataset: the Open Reaction Database (ORD), a public repository of structured organic reaction records The product is Clc1ccccc1-c1cnc(CBr)s1. Reaction SMILES: [Br:1][N:2]1[C:3](=[O:4])[CH2:5][CH2:6][C:7]1=[O:8].[C:22]([Cl:23])([Cl:24])([Cl:25])[Cl:26].[Cl:27][CH2:28][Cl:29].[Cl:9][c:10]1[c:11](-[c:16]2[cH:17][n:18][c:19]([CH3:21])[s:20]2)[cH:12][cH:13][cH:14][cH:15]1>>[Br:1][CH2:21][c:19]1[n:18][cH:17][c:16](-[c:11]2[c:10]([Cl:9])[cH:15][cH:14][cH:13][cH:12]2)[s:20]1. Starting materials: O=C1CCC(=O)N1Br, ClC(Cl)(Cl)Cl, ClCCl, Cc1ncc(-c2ccccc2Cl)s1. Starting materials: CCCCCC (Hexane), BrCCN1N=C(C=C1CO)[N+](=O)[O-] ((1-(2-Bromoethyl)-3-nitro-1H-pyrazol-5-yl)methanol), C(Cl)(Cl)Cl (chloroform), P(Br)(Br)Br (phosphorous tribromide). Run in C(Cl)Cl (methylene chloride), C(Cl)Cl (methylene chloride). Conditions: temperature -5 celsius. Yields the product BrCCN1N=C(C=C1CBr)[N+](=O)[O-] (1-(2-Bromoethyl)-5-(bromomethyl)-3-nitro-1H-pyrazole). Isolated yield 42.5%. As a reaction SMILES: [Br:1][CH2:2][CH2:3][N:4]1[C:8]([CH2:9]O)=[CH:7][C:6]([N+:11]([O-:13])=[O:12])=[N:5]1.C(Cl)(Cl)Cl.P(Br)(Br)[Br:19].CCCCCC>C(Cl)Cl>[Br:1][CH2:2][CH2:3][N:4]1[C:8]([CH2:9][Br:19])=[CH:7][C:6]([N+:11]([O-:13])=[O:12])=[N:5]1. Procedure details: A 500-mL three-necked round-bottomed flask equipped with a magnetic stirrer, nitrogen inlet and reflux condenser was purged with nitrogen and charged with (1-(2-bromoethyl)-3-nitro-1H-pyrazol-5-yl)methanol 103h (37.0 g, 148 mmol) and chloroform (160 mL). The reaction was cooled to −5° C. using an ice/acetone bath and phosphorous tribromide (40.0 g, 148 mmol) was added portionwise. The cooling bath was removed and the reaction stirred at reflux for 2 h. After this time, the reaction was cooled to...